This data is from the Open Reaction Database (ORD), a public repository of structured organic reaction records. The task is: describe an organic reaction: reactants, conditions, products, and yield Starting materials: NC1=CC(=NC(=C1C#N)CC(C)C)N (4,6-diamino-2-isobutyl-nicotinonitrile), N1=CC=CC=C1 (pyridine), O (water), COC=1C=C(C=CC1)CC(=O)Cl ((3-methoxyphenyl)acetyl chloride). The solvent is C(Cl)Cl (CH2Cl2). Reaction conditions: time 10 minute. Yields the product NC1=CC(=NC(=C1C#N)CC(C)C)NC(CC1=CC(=CC=C1)OC)=O (N-(4-amino-5-cyano-6-isobutylpyridin-2-yl)-2-(3-methoxyphenyl)acetamide). Yield: 21.5%. As a reaction SMILES: [NH2:1][C:2]1[C:7]([C:8]#[N:9])=[C:6]([CH2:10][CH:11]([CH3:13])[CH3:12])[N:5]=[C:4]([NH2:14])[CH:3]=1.N1C=CC=CC=1.[CH3:21][O:22][C:23]1[CH:24]=[C:25]([CH2:29][C:30](Cl)=[O:31])[CH:26]=[CH:27][CH:28]=1.O>C(Cl)Cl>[NH2:1][C:2]1[C:7]([C:8]#[N:9])=[C:6]([CH2:10][CH:11]([CH3:12])[CH3:13])[N:5]=[C:4]([NH:14][C:30](=[O:31])[CH2:29][C:25]2[CH:26]=[CH:27][CH:28]=[C:23]([O:22][CH3:21])[CH:24]=2)[CH:3]=1. Procedure details: To a solution of 20 mg (0.11 mmol) of 4,6-diamino-2-isobutyl-nicotinonitrile in 1 mL of CH2Cl2 was added 40 μL (0.49 mmol) of pyridine, then 30 μL (0.19 mmol) of (3-methoxyphenyl)acetyl chloride. The solution was stirred at ambient temperature for 10 minutes then 0.5 mL of water was added. The mixture was concentrated under reduced pressure, then the residue was taken up in 5 mL of ethyl acetate and extracted with water (2×2 mL), saturated NaHCO3(aq.), and brine (1×2 mL), dried over MgSO4, filte... The reactants are O1C[C@H](CC1)OC(=O)ON1C(CCC1=O)=O (1-({[(3S)-tetrahydrofuran-3-yloxy]carbonyl}oxy)pyrrolidine-2,5-dione), Cl.Cl.CC1=NC2=C(N1C1CC3CCC(C1)N3CCC3(CCNCC3)C3=CC=CC=C3)C=CC=C2 (2-methyl-1-{8-[2-(4-phenylpiperidin-4-yl)ethyl]-8-azabicyclo[3.2.1]oct-3-yl}-1H-benzimidazole dihydrochloride), C(C)(C)N(C(C)C)CC (N,N-diisopropylethylamine). Run in C(C)#N (acetonitrile). The product is CC1=NC2=C(N1C1C[C@H]3CC[C@@H](C1)N3CCC3(CCN(CC3)C(=O)O[C@@H]3COCC3)C3=CC=CC=C3)C=CC=C2 ((3S)-Tetrahydrofuran-3-yl 4-{2-[(1R,5S)-3-(2-methyl-1H-benzimidazol-1-yl)-8-azabicyclo[3.2.1]oct-8-yl]ethyl}-4-phenylpiperidine-1-carboxylate), powder. Yield: 65.0%. As a reaction SMILES: [O:1]1[CH2:5][CH2:4][C@H:3]([O:6][C:7]([O:9]N2C(=O)CCC2=O)=O)[CH2:2]1.Cl.Cl.[CH3:19][C:20]1[N:24]([CH:25]2[CH2:31][CH:30]3[N:32]([CH2:33][CH2:34][C:35]4([C:41]5[CH:46]=[CH:45][CH:44]=[CH:43][CH:42]=5)[CH2:40][CH2:39][NH:38][CH2:37][CH2:36]4)[CH:27]([CH2:28][CH2:29]3)[CH2:26]2)[C:23]2[CH:47]=[CH:48][CH:49]=[CH:50][C:22]=2[N:21]=1.C(N(CC)C(C)C)(C)C>C(#N)C>[CH3:19][C:20]1[N:24]([CH:25]2[CH2:31][C@H:30]3[N:32]([CH2:33][CH2:34][C:35]4([C:41]5[CH:46]=[CH:45][CH:44]=[CH:43][CH:42]=5)[CH2:36][CH2:37][N:38]([C:7]([O:6][C@H:3]5[CH2:4][CH2:5][O:1][CH2:2]5)=[O:9])[CH2:39][CH2:40]4)[C@H:27]([CH2:28][CH2:29]3)[CH2:26]2)[C:23]2[CH:47]=[CH:48][CH:49]=[CH:50][C:22]=2[N:21]=1 |f:1.2.3|. Procedure details: A solution of 1-({[(3S)-tetrahydrofuran-3-yloxy]carbonyl}oxy)pyrrolidine-2,5-dione (U.S. Pat. No. 6,344,465) (55 mg, 0.24 mmol), amine dihydrochloride II (100 mg, 0.199 mmol) and N,N-diisopropylethylamine (0.14 mL, 0.80 mmol) in acetonitrile (3 mL) was stirred overnight at rt. The solvent was removed at reduced pressure and the remaining material was dissolved in dichloromethane, washed with saturated sodium bicarbonate solution and dried over magnesium sulfate. Filtration and evaporation of the... Starting materials: ice water, OC1=C(C(=O)C2=C(C=CC=C2)O)C=CC=C1 (2,2'-Dihydroxybenzophenone), ICI (diiodomethane), C([O-])([O-])=O.[K+].[K+] (potassium carbonate). Solvent: CN(C=O)C (N,N-dimethylformamide). Run at temperature 105 celsius. The product is C1=CC=CC=2OCOC3=C(C(C21)=O)C=CC=C3 (12H-dibenzo[d,g][1,3]dioxocin-12-one). Isolated yield 89.9%. As a reaction SMILES: [OH:1][C:2]1[CH:16]=[CH:15][CH:14]=[CH:13][C:3]=1[C:4]([C:6]1[CH:11]=[CH:10][CH:9]=[CH:8][C:7]=1[OH:12])=[O:5].I[CH2:18]I.C(=O)([O-])[O-].[K+].[K+]>CN(C)C=O>[CH:13]1[C:3]2[C:4](=[O:5])[C:6]3[CH:11]=[CH:10][CH:9]=[CH:8][C:7]=3[O:12][CH2:18][O:1][C:2]=2[CH:16]=[CH:15][CH:14]=1 |f:2.3.4|. Procedure details: 2,2'-Dihydroxybenzophenone (10.0 g, 46.7 mmol) and diiodomethane (13.1 g, 49 mmol) was dissolved in dry N,N-dimethylformamide (180 ml). Dried finely powdered potassium carbonate (9.2 g, 66.7 mmol) was added and the mixture was heated at 105° C. for 16 h. After cooling to room temperature the reaction mixture was poured into ice water (500 ml). The precipitate was collected by filtration after 0.5 h, washed with water on the filter and dissolved in a mixture of ethanol (80 ml) and 4 N sodium hydr... Starting materials: O=C([O-])O, C1CNCCN1, CCCCO, NNC(=O)c1cc(Cl)ccn1, [Na+]. Product: NNC(=O)c1cc(N2CCNCC2)ccn1. As a reaction SMILES: [C:18](=[O:19])([OH:20])[O-:21].[CH2:12]1[CH2:13][NH:14][CH2:15][CH2:16][NH:17]1.[CH2:23]([OH:24])[CH2:25][CH2:26][CH3:27].[Cl:1][c:2]1[cH:3][c:4]([C:8](=[O:9])[NH:10][NH2:11])[n:5][cH:6][cH:7]1.[Na+:22]>>[c:2]1([N:14]2[CH2:13][CH2:12][NH:17][CH2:16][CH2:15]2)[cH:3][c:4]([C:8](=[O:9])[NH:10][NH2:11])[n:5][cH:6][cH:7]1. Reactants: Cl.C(C1=CC=CC=C1)OC1=C(C=C2C(=CN=NC2=C1)Cl)OC (7-benzyloxy-4-chloro-6-methoxycinnoline hydrochloride). The solvent is C(=O)(C(F)(F)F)O (TFA). The product is ClC1=CN=NC2=CC(=C(C=C12)OC)O (4-chloro-7-hydroxy-6-methoxycinnoline). Yield: 93.9%. As a reaction SMILES: Cl.C([O:9][C:10]1[CH:19]=[C:18]2[C:13]([C:14]([Cl:20])=[CH:15][N:16]=[N:17]2)=[CH:12][C:11]=1[O:21][CH3:22])C1C=CC=CC=1>C(O)(C(F)(F)F)=O>[Cl:20][C:14]1[C:13]2[C:18](=[CH:19][C:10]([OH:9])=[C:11]([O:21][CH3:22])[CH:12]=2)[N:17]=[N:16][CH:15]=1 |f:0.1|. Procedure: The starting material, 4-chloro-7-hydroxy-6-methoxycinnoline was obtained by heating a solution of 7-benzyloxy-4-chloro-6-methoxycinnoline hydrochloride (3.06 g, 9 mmol), (prepared as described for the starting material in Example 6), in TFA (30 ml) at reflux for 5 hours. After evaporation of the solvent, the residue was suspended in water and adjusted to pH7 with saturated aqueous sodium hydrogen carbonate solution. The resulting solid was filtered off, washed with water and ether and dried und... The reactants are NC1CCN(CC1)CCCC (4-amino-1-n-butylpiperidine), [N+](=O)([O-])C=1C=C2C(C(=O)OC2=O)=CC1 (4-nitrophthalic anhydride). Solvent: C(Cl)(Cl)Cl (chloroform), C(Cl)(Cl)Cl (chloroform). Yields the product C(CCC)N1CCC(CC1)N1C(C=2C(C1=O)=CC(=CC2)[N+](=O)[O-])=O (1-n-Butyl-4-(4-nitrophthalimido)piperidine). RXN SMILES: [NH2:1][CH:2]1[CH2:7][CH2:6][N:5]([CH2:8][CH2:9][CH2:10][CH3:11])[CH2:4][CH2:3]1.[N+:12]([C:15]1[CH:16]=[C:17]2[C:22](=O)[O:21][C:19](=[O:20])[C:18]2=[CH:24][CH:25]=1)([O-:14])=[O:13]>C(Cl)(Cl)Cl>[CH2:8]([N:5]1[CH2:6][CH2:7][CH:2]([N:1]2[C:22](=[O:21])[C:17]3=[CH:16][C:15]([N+:12]([O-:14])=[O:13])=[CH:25][CH:24]=[C:18]3[C:19]2=[O:20])[CH2:3][CH2:4]1)[CH2:9][CH2:10][CH3:11]. Procedure details: 4.69 Grams of 4-amino-1-n-butylpiperidine in 100 milliliters of chloroform were added to a suspension of 5.79 grams of 4-nitrophthalic anhydride in 75 milliliters of chloroform and the solution was evaporated to dryness. 40 Milliliters of acetic anhydride were added and the mixture was then heated on a steam bath for half an hour. The excess acetic anhydride was evaporated off and the residue dissolved in 40 milliliters of methanol and ethereal hydrogen chloride was added to give a solid which w...